This data is from the Open Reaction Database (ORD), a public repository of structured organic reaction records. The task is: describe an organic reaction: reactants, conditions, products, and yield The product is CCC(CC)N1CCN(C(=O)Oc2ccc(Oc3ccc(C(F)(F)F)cc3)cc2)CC1, Cl. The reactants are CCC(CC)N1CCNCC1, O=C(Cl)Oc1ccc(Oc2ccc(C(F)(F)F)cc2)cc1. As a reaction SMILES: [CH2:22]([CH3:23])[CH:24]([CH2:25][CH3:26])[N:27]1[CH2:28][CH2:29][NH:30][CH2:31][CH2:32]1.[Cl:1][C:2](=[O:3])[O:4][c:5]1[cH:6][cH:7][c:8]([O:11][c:12]2[cH:13][cH:14][c:15]([C:18]([F:19])([F:20])[F:21])[cH:16][cH:17]2)[cH:9][cH:10]1>>[C:2](=[O:3])([O:4][c:5]1[cH:6][cH:7][c:8]([O:11][c:12]2[cH:13][cH:14][c:15]([C:18]([F:19])([F:20])[F:21])[cH:16][cH:17]2)[cH:9][cH:10]1)[N:30]1[CH2:29][CH2:28][N:27]([CH:24]([CH2:22][CH3:23])[CH2:25][CH3:26])[CH2:32][CH2:31]1.[ClH:1]. Reactants: C(C(=O)Cl)(=O)Cl (oxalyl chloride), CC1=C(N=C(O1)C1=CC=C(C(=O)O)C=C1)CS(=O)(=O)C1=CC=C(C=C1)C (4-(5-Methyl-4-{[(4-methylphenyl)sulfonyl]methyl}-1,3-oxazol-2-yl)benzoic Acid), N1=C(C=NC=C1)CN (2-pyrazinylmethylamine). Product: CC1=C(N=C(O1)C1=CC=C(C(=O)NCC2=NC=CN=C2)C=C1)CS(=O)(=O)C1=CC=C(C=C1)C (4-(5-Methyl-4-{[(4-methylphenyl)sulfonyl]methyl}-1,3-oxazol-2-yl)-N-(2-pyrazinylmethyl)benzamide). The yield is 69.2%. Reaction SMILES: C(Cl)(=O)C(Cl)=O.[CH3:7][C:8]1[O:12][C:11]([C:13]2[CH:21]=[CH:20][C:16]([C:17](O)=[O:18])=[CH:15][CH:14]=2)=[N:10][C:9]=1[CH2:22][S:23]([C:26]1[CH:31]=[CH:30][C:29]([CH3:32])=[CH:28][CH:27]=1)(=[O:25])=[O:24].[N:33]1[CH:38]=[CH:37][N:36]=[CH:35][C:34]=1[CH2:39][NH2:40]>>[CH3:7][C:8]1[O:12][C:11]([C:13]2[CH:21]=[CH:20][C:16]([C:17]([NH:40][CH2:39][C:34]3[CH:35]=[N:36][CH:37]=[CH:38][N:33]=3)=[O:18])=[CH:15][CH:14]=2)=[N:10][C:9]=1[CH2:22][S:23]([C:26]1[CH:27]=[CH:28][C:29]([CH3:32])=[CH:30][CH:31]=1)(=[O:25])=[O:24]. Procedure: Reaction of oxalyl chloride (74 λL, 0.8 mmol) and benzoic acid 4 (209 mg, 0.6 mmol) with subsequent coupling to 2-pyrazinylmethylamine (90 mg, 0.6 mmol) gave benzamide 13 (192 mg, 74%) as a white powder: mp (EtOAc) 204-206° C.; 1H NMR δ 9.30 (t, J=5.8 Hz, 1H, CONH), 8.66 (d, J=1.5 Hz, 1H, H-3′), 8.59 (dd, J=2.6, 1.5 Hz, 1H, H-5′), 8.54 (d, J=2.6 Hz, 1H, H-6′), 8.02 (d, J=8.6 Hz, 2H, H-2, H-6), 7.90 (d, J=8.6 Hz, 2H, H-3, H-5), 7.67 (d, J=8.3 Hz, 2H, H-2″, H-6″), 7.42 (d, J=8.3 Hz, 2H, H-3″, H-5″... Starting materials: C(C)(C)C1CCCC(C1=O)(C)C (6-isopropyl-2,2-dimethylcyclohexanone), C(#C)[Mg]Br (ethynyl magnesium bromide). Run in C1CCOC1 (THF), C1CCOC1 (THF). Reaction conditions: temperature 60 celsius, time 2 day. Yields the product C(#C)C1(C(CCCC1C(C)C)(C)C)O (1-ethynyl-6-isopropyl-2,2-dimethylcyclohexanol). Yield: 81.0%. Reaction SMILES: [CH:1]([CH:4]1[C:9](=[O:10])[C:8]([CH3:12])([CH3:11])[CH2:7][CH2:6][CH2:5]1)([CH3:3])[CH3:2].[C:13]([Mg]Br)#[CH:14]>C1COCC1>[C:13]([C:9]1([OH:10])[CH:4]([CH:1]([CH3:3])[CH3:2])[CH2:5][CH2:6][CH2:7][C:8]1([CH3:12])[CH3:11])#[CH:14]. Procedure: A solution of 6-isopropyl-2,2-dimethylcyclohexanone (12.6 g, 75.0 mmol) in THF (50 ml) was added within 10 min at room temperature to a stirred solution of ethynyl magnesium bromide in THF (0.5 M, 180 ml, 90 mmol), and the reaction mixture was stirred for 2 d at 60° C. The reaction mixture was allowed to cool to room temperature, quenched with satd. aq. NH4Cl solution (500 ml) and extracted with Et2O (3×300 ml). The combined organic extracts were dried (Na2SO4) and evaporated. Purification of th... Starting materials: ClC=1N=C(C2=C(N1)C(=CS2)CCC)Cl (2,4-dichloro-7-propylthieno[3,2-d]pyrimidine), C(C=C)N (allylamine), ice water. Solvent: CN(C)C=O (DMF). Reaction conditions: temperature 0 celsius, time 5 minute. The product is C(C=C)NC=1C2=C(N=C(N1)Cl)C(=CS2)CCC (4-Allylamino-2-chloro-7-propylthieno[3,2-d]pyrimidine). The yield is 60.7%. Reaction SMILES: [Cl:1][C:2]1[N:3]=[C:4](Cl)[C:5]2[S:10][CH:9]=[C:8]([CH2:11][CH2:12][CH3:13])[C:6]=2[N:7]=1.[CH2:15]([NH2:18])[CH:16]=[CH2:17]>CN(C=O)C>[CH2:15]([NH:18][C:4]1[C:5]2[S:10][CH:9]=[C:8]([CH2:11][CH2:12][CH3:13])[C:6]=2[N:7]=[C:2]([Cl:1])[N:3]=1)[CH:16]=[CH2:17]. Procedure details: In 5 ml of DMF, 371 mg (1.5 mmol) of 2,4-dichloro-7-propylthieno[3,2-d]pyrimidine was dissolved, and then 188 mg (3.3 mmol) of allylamine was added dropwise thereto under ice cooling over 5 minutes. The reaction solution was stirred at 0° C. for one hour and then allowed to resume room temperature, followed by stirring for further 1 hour. After completion of the reaction, ice water was added to the reaction mixture, followed by extraction with ethyl acetate (50 ml×3). After the organic layer was... Starting materials: CCO, O=C(Nc1cc(I)cn(CC2CC2)c1=O)OCc1ccccc1, [Na+], [Na+], O=C([O-])[O-], C1CCOC1, OB(O)c1ccccc1, c1ccc(P(c2ccccc2)(c2ccccc2)[Pd](P(c2ccccc2)(c2ccccc2)c2ccccc2)(P(c2ccccc2)(c2ccccc2)c2ccccc2)P(c2ccccc2)(c2ccccc2)c2ccccc2)cc1. The product is O=C(Nc1cc(-c2ccccc2)cn(CC2CC2)c1=O)OCc1ccccc1. Reaction SMILES: [CH3:44][CH2:45][OH:46].[CH:1]1([CH2:4][n:5]2[c:6](=[O:23])[c:7]([NH:12][C:13]([O:14][CH2:15][c:16]3[cH:17][cH:18][cH:19][cH:20][cH:21]3)=[O:22])[cH:8][c:9]([I:11])[cH:10]2)[CH2:2][CH2:3]1.[Na+:33].[Na+:34].[O-:35][C:36](=[O:37])[O-:38].[O:39]1[CH2:40][CH2:41][CH2:42][CH2:43]1.[OH:24][B:25]([OH:26])[c:27]1[cH:28][cH:29][cH:30][cH:31][cH:32]1.[cH:47]1[cH:48][cH:49][c:50]([P:51]([Pd:52]([P:53]([c:54]2[cH:55][cH:56][cH:57][cH:58][cH:59]2)([c:60]2[cH:61][cH:62][cH:63][cH:64][cH:65]2)[c:66]2[cH:67][cH:68][cH:69][cH:70][cH:71]2)([P:72]([c:73]2[cH:74][cH:75][cH:76][cH:77][cH:78]2)([c:79]2[cH:80][cH:81][cH:82][cH:83][cH:84]2)[c:85]2[cH:86][cH:87][cH:88][cH:89][cH:90]2)[P:91]([c:92]2[cH:93][cH:94][cH:95][cH:96][cH:97]2)([c:98]2[cH:99][cH:100][cH:101][cH:102][cH:103]2)[c:104]2[cH:105][cH:106][cH:107][cH:108][cH:109]2)([c:110]2[cH:111][cH:112][cH:113][cH:114][cH:115]2)[c:116]2[cH:117][cH:118][cH:119][cH:120][cH:121]2)[cH:122][cH:123]1>>[CH:1]1([CH2:4][n:5]2[c:6](=[O:23])[c:7]([NH:12][C:13]([O:14][CH2:15][c:16]3[cH:17][cH:18][cH:19][cH:20][cH:21]3)=[O:22])[cH:8][c:9](-[c:27]3[cH:28][cH:29][cH:30][cH:31][cH:32]3)[cH:10]2)[CH2:2][CH2:3]1. The reactants are C(C)(C)(C)OC(NCCC(O)=C1C(OC(OC1=O)(C)C)=O)=O ([3-(2,2-dimethyl-4,6-dioxo-[1,3]dioxin-5-ylidene)-3-hydroxy-propyl]-carbamic acid tert-butyl ester). The solvent is O1CCOCC1 (dioxane). The product is crude product, C(C)(C)(C)OC(=O)N1C(CC(CC1)=O)=O (2,4-dioxo-piperidine-1-carboxylic acid tert-butyl ester). Isolated yield 102.8%. As a reaction SMILES: [C:1]([O:5][C:6](=[O:22])[NH:7][CH2:8][CH2:9][C:10](=[C:12]1C(=O)OC(C)(C)[O:14][C:13]1=O)[OH:11])([CH3:4])([CH3:3])[CH3:2]>O1CCOCC1>[C:1]([O:5][C:6]([N:7]1[CH2:8][CH2:9][C:10](=[O:11])[CH2:12][C:13]1=[O:14])=[O:22])([CH3:4])([CH3:3])[CH3:2]. Reported procedure: A stirred solution of [3-(2,2-dimethyl-4,6-dioxo-[1,3]dioxin-5-ylidene)-3-hydroxy-propyl]-carbamic acid tert-butyl ester (9.2 g, 29.2 mmol) obtained from Example 41 in 180 ml of dioxane was heated to reflux for 2 hours. The mixture was evaporated under reduced pressure to give the crude product 2,4-dioxo-piperidine-1-carboxylic acid tert-butyl ester (6.4 g) as a yellow oil which was used as such. Starting materials: [OH-].[Na+] (sodium hydroxide), N(=O)[O-].[Na+] (Sodium nitrite), NC=1C(=NC=C(C1)CC=1C=NC=CC1)NCCCC1CCCC=2C=CC=NC12 (3-amino-2-[3-(5,6,7,8-tetrahydroquinol-8-yl)propylamino]-5-(pyrid-3-ylmethyl)pyridine). Run in O (water), S(O)(O)(=O)=O (sulphuric acid). Conditions: temperature 4 celsius. The product is N1=CC=CC=2CCCC(C12)CCCN1N=NC=2C1=NC=C(C2)CC=2C=NC=CC2 (3-(5,6,7,8-Tetrahydroquinol-8-yl)propyl-6-(pyrid-3-ylmethyl)-3H-1,2,3-triazolo[5,4-b]pyridine). Isolated yield 106.7%. As a reaction SMILES: [N:1]([O-])=O.[Na+].[NH2:5][C:6]1[C:7]([NH:19][CH2:20][CH2:21][CH2:22][CH:23]2[C:32]3[N:31]=[CH:30][CH:29]=[CH:28][C:27]=3[CH2:26][CH2:25][CH2:24]2)=[N:8][CH:9]=[C:10]([CH2:12][C:13]2[CH:14]=[N:15][CH:16]=[CH:17][CH:18]=2)[CH:11]=1.[OH-].[Na+]>O.S(=O)(=O)(O)O>[N:31]1[C:32]2[CH:23]([CH2:22][CH2:21][CH2:20][N:19]3[C:7]4=[N:8][CH:9]=[C:10]([CH2:12][C:13]5[CH:14]=[N:15][CH:16]=[CH:17][CH:18]=5)[CH:11]=[C:6]4[N:5]=[N:1]3)[CH2:24][CH2:25][CH2:26][C:27]=2[CH:28]=[CH:29][CH:30]=1 |f:0.1,3.4|. Procedure: Sodium nitrite (1.3 g) in water (60 ml) was added over 25 minutes to a solution of 3-amino-2-[3-(5,6,7,8-tetrahydroquinol-8-yl)propylamino]-5-(pyrid-3-ylmethyl)pyridine (5.5 g) in molar sulphuric acid (250 ml) stirred at 4° C. The reaction mixture was stirred at 4° C. for 50 minutes, then allowed to warm to room temperature, basified with 10 molar sodium hydroxide solution to pH 13 and extracted with chloroform (3×150 ml). The chloroform extracts were combined, dried over magnesium sulphate, and...